This data is from the Open Reaction Database (ORD), a public repository of structured organic reaction records. The task is: describe an organic reaction: reactants, conditions, products, and yield Reactants: C(C)(C)(C)OC(=O)N1CCC(CC1)(C1=CC2=CC=C(C=C2C=C1)OCC1=CC=CC=C1)O (1-tert-butoxycarbonyl-4-hydroxy-4-(6-benzyloxynaphth-2-yl)piperidine), Cl (hydrochloric acid). Solvent: C(C)(=O)OCC (ethyl acetate), O1CCCC1 (tetrahydrofuran). Yields the product OC1(CCNCC1)C1=CC2=CC=C(C=C2C=C1)OCC1=CC=CC=C1 (4-hydroxy-4-(6-benzyloxynaphth-2-yl)piperidine). Yield: 23.5%. Reaction SMILES: C(OC([N:8]1[CH2:13][CH2:12][C:11]([OH:32])([C:14]2[CH:23]=[CH:22][C:21]3[C:16](=[CH:17][CH:18]=[C:19]([O:24][CH2:25][C:26]4[CH:31]=[CH:30][CH:29]=[CH:28][CH:27]=4)[CH:20]=3)[CH:15]=2)[CH2:10][CH2:9]1)=O)(C)(C)C.Cl>C(OCC)(=O)C.O1CCCC1>[OH:32][C:11]1([C:14]2[CH:23]=[CH:22][C:21]3[C:16](=[CH:17][CH:18]=[C:19]([O:24][CH2:25][C:26]4[CH:31]=[CH:30][CH:29]=[CH:28][CH:27]=4)[CH:20]=3)[CH:15]=2)[CH2:12][CH2:13][NH:8][CH2:9][CH2:10]1. Reported procedure: A solution of 4.5 gm (10.4 mMol) 1-tert-butoxycarbonyl-4-hydroxy-4-(6-benzyloxynaphth-2-yl)piperidine, 5 mL 5N hydrochloric acid in 20 mL ethyl acetate and 20 mL tetrahydrofuran was stirred at room temperature for 18 hours. The reaction mixture was then partitioned between ethyl acetate and 2N sodium hydroxide. The phases were separated and the aqueous phase extracted well with ethyl acetate. The combined extracts were washed with saturated aqueous sodium chloride, dried over sodium sulfate and ... Starting materials: CC(C)(C)n1ncc(O)c(Cl)c1=O, C1CCOC1, CC(C)OC(=O)N=NC(=O)OC(C)C, O, CC(O)COc1ccc(CO)cc1, c1ccc(P(c2ccccc2)c2ccccc2)cc1. The product is CC(O)COc1ccc(COc2cnn(C(C)(C)C)c(=O)c2Cl)cc1. RXN SMILES: [C:14]([CH3:15])([CH3:16])([CH3:17])[n:18]1[n:19][cH:20][c:21]([OH:26])[c:22]([Cl:25])[c:23]1=[O:24].[CH2:60]1[O:61][CH2:62][CH2:63][CH2:64]1.[O:46]=[C:47]([O:48][CH:49]([CH3:50])[CH3:51])[N:52]=[N:53][C:54]([O:55][CH:56]([CH3:57])[CH3:58])=[O:59].[OH2:65].[OH:1][CH2:2][c:3]1[cH:4][cH:5][c:6]([O:7][CH2:8][CH:9]([CH3:10])[OH:11])[cH:12][cH:13]1.[c:27]1([P:28]([c:29]2[cH:30][cH:31][cH:32][cH:33][cH:34]2)[c:35]2[cH:36][cH:37][cH:38][cH:39][cH:40]2)[cH:41][cH:42][cH:43][cH:44][cH:45]1>>[O:1]([CH2:2][c:3]1[cH:4][cH:5][c:6]([O:7][CH2:8][CH:9]([CH3:10])[OH:11])[cH:12][cH:13]1)[c:21]1[cH:20][n:19][n:18]([C:14]([CH3:15])([CH3:16])[CH3:17])[c:23](=[O:24])[c:22]1[Cl:25]. Starting materials: CS(C)=O, COc1ccc2c(OCc3nnc4ccc(-c5ccc(F)nc5)nn34)ccnc2c1, CC(C)(C)OC(=O)N1CCC(N)C1, O. Yields the product COc1ccc2c(OCc3nnc4ccc(-c5ccc(NC6CCN(C(=O)OC(C)(C)C)C6)nc5)nn34)ccnc2c1. RXN SMILES: [CH3:44][S:45]([CH3:46])=[O:47].[F:1][c:2]1[cH:3][cH:4][c:5](-[c:8]2[cH:9][cH:10][c:11]3[n:12]([n:13]2)[c:14]([CH2:17][O:18][c:19]2[cH:20][cH:21][n:22][c:23]4[cH:24][c:25]([O:29][CH3:30])[cH:26][cH:27][c:28]24)[n:15][n:16]3)[cH:6][n:7]1.[NH2:31][CH:32]1[CH2:33][N:34]([C:37](=[O:38])[O:39][C:40]([CH3:41])([CH3:42])[CH3:43])[CH2:35][CH2:36]1.[OH2:48]>>[c:2]1([NH:31][CH:32]2[CH2:33][N:34]([C:37](=[O:38])[O:39][C:40]([CH3:41])([CH3:42])[CH3:43])[CH2:35][CH2:36]2)[cH:3][cH:4][c:5](-[c:8]2[cH:9][cH:10][c:11]3[n:12]([n:13]2)[c:14]([CH2:17][O:18][c:19]2[cH:20][cH:21][n:22][c:23]4[cH:24][c:25]([O:29][CH3:30])[cH:26][cH:27][c:28]24)[n:15][n:16]3)[cH:6][n:7]1. The reactants are FC(C1=CC=C(C=C1)C1=NC=C(C=N1)Br)(F)F (2-[4'-(Trifluoromethyl)phenyl]-5-bromopyrimidine), C#CCCC (pent-1-yne), [K+].[Br-] (KBr), 1325s, 4- and 6-H, FC1=C(C=CC(=C1F)OCCCCCCCC)C1=NC=C(C=N1)C#CCCCCCCC (2-(2',3'-Difluoro-4'-octyloxyphenyl)-5-non-1-ynylpyrimidine). Reagents/catalysts: [Cu]I (copper(I) iodide), C=1C=CC(=CC1)[P](C=2C=CC=CC2)(C=3C=CC=CC3)[Pd]([P](C=4C=CC=CC4)(C=5C=CC=CC5)C=6C=CC=CC6)([P](C=7C=CC=CC7)(C=8C=CC=CC8)C=9C=CC=CC9)[P](C=1C=CC=CC1)(C=1C=CC=CC1)C=1C=CC=CC1 (tetrakis(triphenylphosphine)palladium). Run in C(C)(C)NC(C)C (diisopropylamine). The product is FC(C1=CC=C(C=C1)C1=NC=C(C=N1)C#CCCC)(F)F (2-(4- Trifluoromethylphenyl)-5-pent-1-ynylpyrimidine). The yield is 86.1%. RXN SMILES: [F:1][C:2]([F:17])([F:16])[C:3]1[CH:8]=[CH:7][C:6]([C:9]2[N:14]=[CH:13][C:12](Br)=[CH:11][N:10]=2)=[CH:5][CH:4]=1.[CH:18]#[C:19][CH2:20][CH2:21][CH3:22].FC1C(F)=C(OCCCCCCCC)C=CC=1C1N=CC(C#CCCCCCCC)=CN=1.[K+].[Br-]>C1C=CC([P]([Pd]([P](C2C=CC=CC=2)(C2C=CC=CC=2)C2C=CC=CC=2)([P](C2C=CC=CC=2)(C2C=CC=CC=2)C2C=CC=CC=2)[P](C2C=CC=CC=2)(C2C=CC=CC=2)C2C=CC=CC=2)(C2C=CC=CC=2)C2C=CC=CC=2)=CC=1.[Cu]I.C(NC(C)C)(C)C>[F:1][C:2]([F:17])([F:16])[C:3]1[CH:8]=[CH:7][C:6]([C:9]2[N:14]=[CH:13][C:12]([C:18]#[C:19][CH2:20][CH2:21][CH3:22])=[CH:11][N:10]=2)=[CH:5][CH:4]=1 |f:3.4,^1:60,62,81,100|. Reported procedure: --Quantities: 2-[4'-Trifluoromethylphenyl]-5-bromopyrimidine 10 (1.48 g, 4.88 mmol), pent-1-yne (0.96 ml, 9.76 mmol), tetrakis(triphenylphosphine)palladium (350 mg, 0.30 mmol), copper(I) iodide (57 mg, 0.30 mmol), diisopropylamine (20 ml). The experimental procedure was as described for compound 38 to give the pentynylpyrimidine 40 (1.22 g, 86%) (from MeOH), m.p. 140.5° C., νmax /cm-1 (KBr) 2970, 2200(C≡C), 1520, 1430, 1325s, 1165, 1115, 1075 and 1015, ≡ 1.07(3H, t, Me), 1.68 (2H, sext, CH2CH3),... The solvent is C(C)(=O)OCC (Ethyl acetate), C(C)#N (Acetonitrile), CN(C)C=O (DMF). Reaction SMILES: Cl.[CH:2]([C:5]1[N:9]([C:10]2[N:18]=[C:17]3[C:13]([N:14]=[C:15]([C:20]4([OH:26])[CH2:25][CH2:24][CH2:23][NH:22][CH2:21]4)[N:16]3[CH3:19])=[C:12]([N:27]3[CH2:32][CH2:31][O:30][CH2:29][CH2:28]3)[N:11]=2)[C:8]2[CH:33]=[CH:34][CH:35]=[CH:36][C:7]=2[N:6]=1)([CH3:4])[CH3:3].[CH:37](I)(C)C.C(=O)([O-])[O-].[K+].[K+]>C(OCC)(=O)C.C(#N)C.CN(C=O)C>[CH:2]([C:5]1[N:9]([C:10]2[N:18]=[C:17]3[C:13]([N:14]=[C:15]([C@:20]4([OH:26])[CH2:25][CH2:24][CH2:23][N:22]([CH3:37])[CH2:21]4)[N:16]3[CH3:19])=[C:12]([N:27]3[CH2:28][CH2:29][O:30][CH2:31][CH2:32]3)[N:11]=2)[C:8]2[CH:33]=[CH:34][CH:35]=[CH:36][C:7]=2[N:6]=1)([CH3:4])[CH3:3] |f:3.4.5|. The reactants are Cl (HCl), C(C)(C)C1=NC2=C(N1C1=NC(=C3N=C(N(C3=N1)C)C1(CNCCC1)O)N1CCOCC1)C=CC=C2 (3-(2-(2-isopropyl-1H-benzo[d]imidazol-1-yl)-9-methyl-6-morpholino-9H-purin-8-yl)piperidin-3-ol), C(C)(C)I (isopropyl iodide), C([O-])([O-])=O.[K+].[K+] (potassium carbonate). Run at temperature 75 celsius. Procedure: The HCl salt of 3-(2-(2-isopropyl-1H-benzo[d]imidazol-1-yl)-9-methyl-6-morpholino-9H-purin-8-yl)piperidin-3-ol (80 mg) was reacted with isopropyl iodide (1.5 eq) and potassium carbonate (5 eq) in a 1:1 mixture of DMF and Acetonitrile (2 mL). The reaction was heated at 75° C. for 18 hours until complete. The reaction mixture was diluted with Ethyl acetate and extracted with a saturated ammonium chloride solution. The organic layer was dried, filtered and concentrated to give 581 [4.6 mg; MS (Q1) ... Product: C(C)(C)C1=NC2=C(N1C1=NC(=C3N=C(N(C3=N1)C)[C@]1(CN(CCC1)C)O)N1CCOCC1)C=CC=C2 ((S)-3-(2-(2-isopropyl-1H-benzo[d]imidazol-1-yl)-9-methyl-6-morpholino-9H-purin-8-yl)-1-methylpiperidin-3-ol). Starting materials: C([O-])([O-])=O.[K+].[K+] (Potassium carbonate), FC(C1=CN=CC(=N1)N1N=CC(=C1)C(=O)OCC)(F)F (ethyl 1-(6-(trifluoromethyl)pyrazin-2-yl)-1H-pyrazole-4-carboxylate), C([O-])([O-])=O.[K+].[K+] (Potassium carbonate). RXN SMILES: [F:1][C:2]([F:20])([F:19])[C:3]1[N:8]=[C:7]([N:9]2[CH:13]=[C:12]([C:14]([O:16]CC)=[O:15])[CH:11]=[N:10]2)[CH:6]=[N:5][CH:4]=1.C(=O)([O-])[O-].[K+].[K+]>CN(C=O)C.O>[F:20][C:2]([F:1])([F:19])[C:3]1[N:8]=[C:7]([N:9]2[CH:13]=[C:12]([C:14]([OH:16])=[O:15])[CH:11]=[N:10]2)[CH:6]=[N:5][CH:4]=1 |f:1.2.3|. Reported procedure: Under N2, ethyl 1-(6-(trifluoromethyl)pyrazin-2-yl)-1H-pyrazole-4-carboxylate (155 mg, 542 μmol, Eq: 1.00) was dissolved in DMF (9.3 ml) and Water (9.3 ml). Potassium carbonate (150 mg, 1.08 mmol, Eq: 2) was added and the RM was stirred at 70° C. overnight. Control with LC-MS: Pr/SM: 74/26. Potassium carbonate (150 mg, 1.08 mmol, Eq: 2) was added and the RM was stirred at 70° C. overnight. Control with LC-MS: SM/Pr:4/96. At RT, the RM was partitioned between 1M K2CO3 and EtOAc; extracted; the wa... The product is FC(C1=CN=CC(=N1)N1N=CC(=C1)C(=O)O)(F)F (1-(6-Trifluoromethyl-pyrazin-2-yl)-1H-pyrazole-4-carboxylic acid). Reaction conditions: temperature 70 celsius, time 8 hour. Run in O (Water), CN(C)C=O (DMF). Starting materials: Cl.ClC1=C2C(=NC(=C1)C1=CC(=CC=C1)Cl)CCC2 (4-chloro-2-(3-chlorophenyl)-6,7-dihydro-5H-cyclopenta[b]pyridine HCl salt), NC1=CC=C(C=C1)CC#N (2-(4-aminophenyl)acetonitrile). Run at temperature 150 celsius. Yields the product ClC=1C=C(C=CC1)C1=CC(=C2C(=N1)CCC2)NC2=CC=C(C=C2)CC#N (2-[4-[[2-(3-chlorophenyl)-6,7-dihydro-5H-cyclopenta[b]pyridin-4-yl]amino]phenyl]acetonitrile). The yield is 44.5%. Reaction SMILES: Cl.Cl[C:3]1[CH:8]=[C:7]([C:9]2[CH:14]=[CH:13][CH:12]=[C:11]([Cl:15])[CH:10]=2)[N:6]=[C:5]2[CH2:16][CH2:17][CH2:18][C:4]=12.[NH2:19][C:20]1[CH:25]=[CH:24][C:23]([CH2:26][C:27]#[N:28])=[CH:22][CH:21]=1>>[Cl:15][C:11]1[CH:10]=[C:9]([C:7]2[N:6]=[C:5]3[CH2:16][CH2:17][CH2:18][C:4]3=[C:3]([NH:19][C:20]3[CH:25]=[CH:24][C:23]([CH2:26][C:27]#[N:28])=[CH:22][CH:21]=3)[CH:8]=2)[CH:14]=[CH:13][CH:12]=1 |f:0.1|. Reported procedure: An 18-mL test tube was charged with 4-chloro-2-(3-chlorophenyl)-6,7-dihydro-5H-cyclopenta[b]pyridine HCl salt (30 mg, 0.1 mmol, 1 eq.) and 2-(4-aminophenyl)acetonitrile (30 mg, 0.23 mmol, 2.3 eq.). The resulting mixture was heated at 150° C. under Ar for 1 hr. After cooling to room temperature, the mixture was partitioned between NaHCO3 aq. (10 ml) and dichloromethane (10 ml). The organic layer was collected and concentrated on a rotary evaporator. The residue was purified by chromatography on s...